From a dataset of the Open Reaction Database (ORD), a public repository of structured organic reaction records. describe an organic reaction: reactants, conditions, products, and yield Reactants: OCCOCCC(=O)OCC (ethyl 3-(2-hydroxy-ethoxy)-propionate), S(=O)(Cl)Cl (thionyl chloride), CN(C)C=O (DMF). Product: ClCCOCCC(=O)OCC (ethyl 3-(2-chloro-ethoxy)-propionate). Reaction SMILES: O[CH2:2][CH2:3][O:4][CH2:5][CH2:6][C:7]([O:9][CH2:10][CH3:11])=[O:8].S(Cl)([Cl:14])=O.CN(C=O)C>>[Cl:14][CH2:2][CH2:3][O:4][CH2:5][CH2:6][C:7]([O:9][CH2:10][CH3:11])=[O:8]. Procedure: 2.26 g (13.9 mmol) ethyl 3-(2-hydroxy-ethoxy)-propionate are suspended in 5 ml (68.5 mmol) thionyl chloride and 20 μl (0.27 mmol) DMF are added. The reaction mixture is refluxed for 4 hours and then evaporated down i. vac. The product is further reacted without any more purification. Product: O=C(Nc1ccc([N+](=O)[O-])cc1Cl)OCCCl. Starting materials: CCCCCC, O=C=Nc1ccc([N+](=O)[O-])cc1Cl, OCCCl. RXN SMILES: [CH3:18][CH2:19][CH2:20][CH2:21][CH2:22][CH3:23].[Cl:1][c:2]1[c:3]([N:11]=[C:12]=[O:13])[cH:4][cH:5][c:6]([N+:8](=[O:9])[O-:10])[cH:7]1.[OH:14][CH2:15][CH2:16][Cl:17]>>[Cl:1][c:2]1[c:3]([NH:11][C:12](=[O:13])[O:14][CH2:15][CH2:16][Cl:17])[cH:4][cH:5][c:6]([N+:8](=[O:9])[O-:10])[cH:7]1. Reactants: O=C([O-])[O-], CC[N+](CC)(CC)Cc1ccccc1, CC#N, COCC(=O)CC(=O)OC, [Cl-], CCC(=O)CCl, Cl, [K+], [K+]. Yields the product CCC(=O)CC(C(=O)COC)C(=O)OC. As a reaction SMILES: [C:1](=[O:2])([O-:3])[O-:4].[CH2:25]([N+:26]([CH2:27][CH3:28])([CH2:29][CH3:30])[CH2:31][CH3:32])[c:33]1[cH:34][cH:35][cH:36][cH:37][cH:38]1.[CH3:39][C:40]#[N:41].[CH3:7][O:8][CH2:9][C:10]([CH2:11][C:12](=[O:13])[O:14][CH3:15])=[O:16].[Cl-:24].[Cl:17][CH2:18][C:19]([CH2:20][CH3:21])=[O:22].[ClH:23].[K+:5].[K+:6]>>[CH3:7][O:8][CH2:9][C:10]([CH:11]([C:12](=[O:13])[O:14][CH3:15])[CH2:18][C:19]([CH2:20][CH3:21])=[O:22])=[O:16]. Starting materials: NC1=C(C(C2=C(N=C(N=C2)NC2=C(C=C(C=C2)C2CCN(CC2)C2CC2)OC)N1CC(C)(C)O)=O)C(=O)N (7-Amino-2-[4-(1-cyclopropylpiperid-4-yl)-2-methoxyphenylamino]-8-(2-hydroxy-2-methylpropyl)-5-oxo-5,8-dihydropyrido[2,3-d]pyrimidine-6-carboxamide), CCCl (hydrochloric ether). Solvent: C(Cl)Cl (CH2Cl2), CCOCC (ether). Conditions: time 5 minute. Product: Cl.NC1=C(C(C2=C(N=C(N=C2)NC2=C(C=C(C=C2)C2CCN(CC2)C2CC2)OC)N1CC(C)(C)O)=O)C(=O)N (7-Amino-2-[4-(1-cyclopropylpiperid-4-yl)-2-methoxyphenylamino]-8-(2-hydroxy-2-methylpropyl)-5-oxo-5,8-dihydropyrido[2,3-d]pyrimidine-6-carboxamide hydrochloride). Isolated yield 82.7%. As a reaction SMILES: [NH2:1][C:2]1[N:29]([CH2:30][C:31]([OH:34])([CH3:33])[CH3:32])[C:6]2[N:7]=[C:8]([NH:11][C:12]3[CH:17]=[CH:16][C:15]([CH:18]4[CH2:23][CH2:22][N:21]([CH:24]5[CH2:26][CH2:25]5)[CH2:20][CH2:19]4)=[CH:14][C:13]=3[O:27][CH3:28])[N:9]=[CH:10][C:5]=2[C:4](=[O:35])[C:3]=1[C:36]([NH2:38])=[O:37].CC[Cl:41]>C(Cl)Cl.CCOCC>[ClH:41].[NH2:1][C:2]1[N:29]([CH2:30][C:31]([OH:34])([CH3:33])[CH3:32])[C:6]2[N:7]=[C:8]([NH:11][C:12]3[CH:17]=[CH:16][C:15]([CH:18]4[CH2:19][CH2:20][N:21]([CH:24]5[CH2:25][CH2:26]5)[CH2:22][CH2:23]4)=[CH:14][C:13]=3[O:27][CH3:28])[N:9]=[CH:10][C:5]=2[C:4](=[O:35])[C:3]=1[C:36]([NH2:38])=[O:37] |f:4.5|. Procedure details: To a suspension of 0.137 g (0.26 mmol) of the product prepared in step 21.1 in 5 mL of CH2Cl2 are added 1.05 mL (1.05 mmol) of 1.0 M hydrochloric ether. The mixture is stirred for 5 minutes at room temperature and then diluted with ether. The precipitate is drained by suction, rinsed with ether and with pentane, and dried under vacuum. 0.12 g of the expected product is obtained in the form of a yellow solid. Yield (dihydrochloride)=77%. m.p.=206°C. (decomposition). M+H+=568